This data is from the Open Reaction Database (ORD), a public repository of structured organic reaction records. The task is: describe an organic reaction: reactants, conditions, products, and yield Reaction SMILES: [BrH:26].[CH2:1]([c:2]1[cH:3][cH:4][cH:5][cH:6][cH:7]1)[O:8][c:9]1[cH:10][cH:11][c:12]2[c:13]3[c:14]([c:15]([NH2:19])[n:16][c:17]2[cH:18]1)[n:20][c:21]([CH2:23][CH2:24][CH3:25])[s:22]3.[CH3:29][C:30](=[O:31])[OH:32].[Na+:28].[OH-:27]>>[OH:8][c:9]1[cH:10][cH:11][c:12]2[c:13]3[c:14]([c:15]([NH2:19])[n:16][c:17]2[cH:18]1)[n:20][c:21]([CH2:23][CH2:24][CH3:25])[s:22]3. Starting materials: Br, CCCc1nc2c(N)nc3cc(OCc4ccccc4)ccc3c2s1, CC(=O)O, [Na+], [OH-]. The product is CCCc1nc2c(N)nc3cc(O)ccc3c2s1. The reactants are NC1=C(SC=C1C)C(=O)OC (methyl 3-amino-4-methylthiophene-2-carboxlate), C12(CC3CC(CC(C1)C3)C2)CC(=O)Cl (1-adamantaneacetyl chloride). Solvent: N1=CC=CC=C1 (pyridine), ClCCl (dichloromethane), C(C)(=O)OCC (ethyl acetate). Reaction conditions: time 2 day. Yields the product CC=1C(=C(SC1)C(=O)OC)NC(CC12CC3CC(CC(C1)C3)C2)=O (Methyl 4-methyl-3-[[1-oxo-2-(tricyclo[3.3.1.13,7]dec-1-yl)ethyl]amino]thiophene-2-carboxylate). The yield is 15.1%. Reaction SMILES: [C:1]12([CH2:11][C:12](Cl)=[O:13])[CH2:10][CH:5]3[CH2:6][CH:7]([CH2:9][CH:3]([CH2:4]3)[CH2:2]1)[CH2:8]2.[NH2:15][C:16]1[C:20]([CH3:21])=[CH:19][S:18][C:17]=1[C:22]([O:24][CH3:25])=[O:23]>N1C=CC=CC=1.ClCCl.C(OCC)(=O)C>[CH3:21][C:20]1[C:16]([NH:15][C:12](=[O:13])[CH2:11][C:1]23[CH2:10][CH:5]4[CH2:6][CH:7]([CH2:9][CH:3]([CH2:4]4)[CH2:2]2)[CH2:8]3)=[C:17]([C:22]([O:24][CH3:25])=[O:23])[S:18][CH:19]=1. Procedure: A solution of 1-adamantaneacetyl chloride (0.2 g) prepared as described in Example 1a) was added to a solution of methyl 3-amino-4-methylthiophene-2-carboxlate (0.16 g) in pyridine (2 ml) and dichloromethane (4 ml). The reaction mixture was stirred at ambient temperature for 2 days before being diluted with ethyl acetate. The organic phase was then washed with dilute hydrochloric acid and water, dried over magnesium sulphate (MgSO4) and finally concentrated under reduced pressure to give an oil.... Reactants: O=C(O)c1ccc(B(O)O)cc1, O=C([O-])[O-], COCCOC, COc1cc[nH]c1C=C1C(=O)Nc2cccc(I)c21, [Na+], [Na+]. Yields the product COc1cc[nH]c1C=C1C(=O)Nc2cccc(-c3ccc(C(=O)O)cc3)c21. RXN SMILES: [C:1](=[O:2])([OH:3])[c:4]1[cH:5][cH:6][c:7]([B:10]([OH:11])[OH:12])[cH:8][cH:9]1.[C:32](=[O:33])([O-:34])[O-:35].[CH3:38][O:39][CH2:40][CH2:41][O:42][CH3:43].[I:13][c:14]1[c:15]2[c:19]([cH:20][cH:21][cH:22]1)[NH:18][C:17](=[O:23])[C:16]2=[CH:24][c:25]1[nH:26][cH:27][cH:28][c:29]1[O:30][CH3:31].[Na+:36].[Na+:37]>>[C:1](=[O:2])([OH:3])[c:4]1[cH:5][cH:6][c:7](-[c:14]2[c:15]3[c:19]([cH:20][cH:21][cH:22]2)[NH:18][C:17](=[O:23])[C:16]3=[CH:24][c:25]2[nH:26][cH:27][cH:28][c:29]2[O:30][CH3:31])[cH:8][cH:9]1. Starting materials: O (H2O), N1N=CC2=CC(=CC=C12)C(=O)O (1H-indazole-5-carboxylic acid), CC1(OC1)C (2,2-dimethyloxirane), C(=O)([O-])[O-].[K+].[K+] (K2CO3), CN1CCCC1=O (NMP). Yields the product OC(CN1N=CC2=CC(=CC=C12)C(=O)OCC(C)(C)O)(C)C (2-hydroxy-2-methylpropyl 1-(2-hydroxy-2-methylpropyl)-1H-indazole-5-carboxylate). Yield: 62.0%. RXN SMILES: [NH:1]1[C:9]2[C:4](=[CH:5][C:6]([C:10]([OH:12])=[O:11])=[CH:7][CH:8]=2)[CH:3]=[N:2]1.[CH3:13][C:14]1([CH3:17])[CH2:16][O:15]1.[C:18]([O-])([O-])=O.[K+].[K+].[OH2:24].CN1[C:30](=O)[CH2:29][CH2:28]C1>>[OH:24][C:29]([CH3:28])([CH3:30])[CH2:18][N:1]1[C:9]2[C:4](=[CH:5][C:6]([C:10]([O:12][CH2:13][C:14]([OH:15])([CH3:17])[CH3:16])=[O:11])=[CH:7][CH:8]=2)[CH:3]=[N:2]1 |f:2.3.4|. Procedure: A mixture of 1H-indazole-5-carboxylic acid (400 mg, 2.47 mmol), 2,2-dimethyloxirane (889 mg, 12.33 mmol) and K2CO3 (1.71 g, 12.33 mmol) in NMP (7 mL) was irradiated with microwave (180° C., 30 min). The mixture was poured into H2O, extracted with EtOAc, dried over Na2SO4, filtered and concentrated. The residual oil was purified by amino gel column chromatography (0-35% EtOAc in hexane) to give 2-hydroxy-2-methylpropyl 1-(2-hydroxy-2-methylpropyl)-1H-indazole-5-carboxylate (468 mg, 62% yield) as ... Starting materials: NC1=NC(=NS1)/C(/C(=O)N[C@H]1[C@@H]2N(C(=C(CS2)CCl)C(=O)OC(C2=CC=CC=C2)C2=CC=CC=C2)C1=O)=N/OC(C)(C)C(=O)OC(C)(C)C (benzhydryl 7β-[(Z)-2-(5-amino-1,2,4-thiadiazol-3-yl)-2-(1-tert-butoxycarbonyl-1-methylethoxyimino)acetamido]-3-chloromethyl-3-cephem-4-carboxylate), [I-].[Na+] (sodium iodide), O (water), C(C)(C)(C)OC(=O)NCC=1C=NN(C1NC(C1=CC=CC=C1)(C1=CC=CC=C1)C1=CC=CC=C1)CCOC(C1=CC=CC=C1)(C1=CC=CC=C1)C1=CC=CC=C1 (4-(tert-butoxycarbonylaminomethyl)-5-(tritylamino)-1-[2-(trityloxy)ethyl]-1H-pyrazole). Solvent: CN(C=O)C (N,N-dimethylformamide). Conditions: time 1 hour. The product is NC1=NC(=NS1)/C(/C(=O)N[C@H]1[C@@H]2N(C(=C(CS2)C[N+]=2N(C(=C(C2)CN)N)CCO)C(=O)[O-])C1=O)=N/OC(C)(C)C(=O)O (7β-[(Z)-2-(5-amino-1,2,4-thiadiazol-3-yl)-2-(1-carboxy-1-methylethoxyimino)acetamido]-3-[3-amino-4-aminomethyl-2-(2-hydroxyethyl)-1-pyrazolio]methyl-3-cephem-4-carboxylate). Isolated yield 18.8%. Reaction SMILES: [NH2:1][C:2]1[S:6][N:5]=[C:4](/[C:7](=[N:38]/[O:39][C:40]([C:43]([O:45]C(C)(C)C)=[O:44])([CH3:42])[CH3:41])/[C:8]([NH:10][C@@H:11]2[C:36](=[O:37])[N:13]3[C:14]([C:20]([O:22]C(C4C=CC=CC=4)C4C=CC=CC=4)=[O:21])=[C:15]([CH2:18]Cl)[CH2:16][S:17][C@H:12]23)=[O:9])[N:3]=1.[I-].[Na+].C(OC([NH:59][CH2:60][C:61]1[CH:62]=[N:63][N:64]([CH2:86][CH2:87][O:88]C(C2C=CC=CC=2)(C2C=CC=CC=2)C2C=CC=CC=2)[C:65]=1[NH:66]C(C1C=CC=CC=1)(C1C=CC=CC=1)C1C=CC=CC=1)=O)(C)(C)C.O>CN(C)C=O>[NH2:1][C:2]1[S:6][N:5]=[C:4](/[C:7](=[N:38]/[O:39][C:40]([C:43]([OH:45])=[O:44])([CH3:41])[CH3:42])/[C:8]([NH:10][C@@H:11]2[C:36](=[O:37])[N:13]3[C:14]([C:20]([O-:22])=[O:21])=[C:15]([CH2:18][N+:63]4[N:64]([CH2:86][CH2:87][OH:88])[C:65]([NH2:66])=[C:61]([CH2:60][NH2:59])[CH:62]=4)[CH2:16][S:17][C@H:12]23)=[O:9])[N:3]=1 |f:1.2|. Reported procedure: To a solution of benzhydryl 7β-[(Z)-2-(5-amino-1,2,4-thiadiazol-3-yl)-2-(1-tert-butoxycarbonyl-1-methylethoxyimino)acetamido]-3-chloromethyl-3-cephem-4-carboxylate (5.82 g) in N,N-dimethylformamide (12 ml) was added sodium iodide (1.44 g). After stirring at room temperature for 1 hour, 4-(tert-butoxycarbonylaminomethyl)-5-(tritylamino)-1-[2-(trityloxy)ethyl]-1H-pyrazole (14.8 g) was added to the mixture. The stirring was continued at 35° C. for 24 hours. The resulting mixture was poured into wat... Reactants: C1COC2(CCC(CC2)(N=C=O)C2=CC=C(C=C2)C(C)(C)C)O1 (4-(p-t-butylphenyl)-4-isocyanatocyclohexanone ethylene ketal), ClC1=CC=C(C=C1)C1(CCC(CC1)=O)N=C=O (4-p-chlorophenyl-4-isocyanatocyclohexanone). Product: C1COC2(CCC(CC2)(NC)C2=CC=C(C=C2)C(C)(C)C)O1 (4-(p-t-butylphenyl)-4-methylaminocyclohexanone ethylene ketal). The yield is 94.0%. Reaction SMILES: [CH2:1]1[O:23][C:4]2([CH2:9][CH2:8][C:7]([C:13]3[CH:18]=[CH:17][C:16]([C:19]([CH3:22])([CH3:21])[CH3:20])=[CH:15][CH:14]=3)([N:10]=[C:11]=O)[CH2:6][CH2:5]2)[O:3][CH2:2]1.ClC1C=CC(C2(N=C=O)CCC(=O)CC2)=CC=1>>[CH2:2]1[O:3][C:4]2([CH2:5][CH2:6][C:7]([C:13]3[CH:14]=[CH:15][C:16]([C:19]([CH3:21])([CH3:20])[CH3:22])=[CH:17][CH:18]=3)([NH:10][CH3:11])[CH2:8][CH2:9]2)[O:23][CH2:1]1. Reported procedure: Following the procedure of Example 1, Part G, but substituting an appropriate quantity of 4-(p-t-butylphenyl)-4-isocyanatocyclohexanone ethylene ketal for 4-p-chlorophenyl-4-isocyanatocyclohexanone there is obtained 4-(p-t-butylphenyl)-4-methylaminocyclohexanone ethylene ketal which as a m.p. 118.5°-121° C. (94% yield).